From a dataset of the Open Reaction Database (ORD), a public repository of structured organic reaction records. describe an organic reaction: reactants, conditions, products, and yield Starting materials: CN1C(=C(C2=CC=CC=C12)C(C)=O)C1=CC=CC=C1 (1-(1-methyl-2-phenyl-1H-indol-3-yl)-1-ethanone), C=O (paraformaldehyde), Cl.CNC (dimethylamine hydrochloride). Solvent: C(C)O (ethanol). Product: CN(CCC(=O)C1=C(N(C2=CC=CC=C12)C)C1=CC=CC=C1)C (3-(Dimethylamino)-1-(1-methyl-2-phenyl-1H-indol-3-yl)-1-propanone). Yield: 81.1%. As a reaction SMILES: [CH3:1][N:2]1[C:10]2[C:5](=[CH:6][CH:7]=[CH:8][CH:9]=2)[C:4]([C:11](=[O:13])[CH3:12])=[C:3]1[C:14]1[CH:19]=[CH:18][CH:17]=[CH:16][CH:15]=1.[CH2:20]=O.Cl.[CH3:23][NH:24][CH3:25]>C(O)C>[CH3:23][N:24]([CH3:20])[CH2:25][CH2:12][C:11]([C:4]1[C:5]2[C:10](=[CH:9][CH:8]=[CH:7][CH:6]=2)[N:2]([CH3:1])[C:3]=1[C:14]1[CH:19]=[CH:18][CH:17]=[CH:16][CH:15]=1)=[O:13] |f:2.3|. Procedure details: A mixture of 1-(1-methyl-2-phenyl-1H-indol-3-yl)-1-ethanone (1.0 g), paraformaldehyde (191 mg) and dimethylamine hydrochloride (347 mg) in ethanol (15 ml) was stirred and heated at reflux for 30 h. The mixture was then evaporated and the residue was treated with water (150 ml) and then filtered. The filtrate was brought to pH 10 with 0.88 ammonia solution and the suspension obtained was extracted with ethyl acetate (2×125 ml). The combined organic extracts were washed with water (50 ml), dried a... RXN SMILES: [C:31](=[O:32])([O-:33])[O-:34].[CH3:1][O:2][c:3]1[cH:4][cH:5][c:6](-[c:10]2[n:11][s:12][c:13]3[c:14]2[cH:15][c:16](-[n:19]2[c:20](=[O:30])[nH:21][c:22]([C:26]([F:27])([F:28])[F:29])[cH:23][c:24]2=[O:25])[cH:17][cH:18]3)[cH:7][c:8]1[CH3:9].[CH3:39][N:40]([CH3:41])[CH:42]=[O:43].[I:37][CH3:38].[K+:35].[K+:36]>>[CH3:1][O:2][c:3]1[cH:4][cH:5][c:6](-[c:10]2[n:11][s:12][c:13]3[c:14]2[cH:15][c:16](-[n:19]2[c:20](=[O:30])[n:21]([CH3:31])[c:22]([C:26]([F:27])([F:28])[F:29])[cH:23][c:24]2=[O:25])[cH:17][cH:18]3)[cH:7][c:8]1[CH3:9]. The reactants are O=C([O-])[O-], COc1ccc(-c2nsc3ccc(-n4c(=O)cc(C(F)(F)F)[nH]c4=O)cc23)cc1C, CN(C)C=O, CI, [K+], [K+]. Product: COc1ccc(-c2nsc3ccc(-n4c(=O)cc(C(F)(F)F)n(C)c4=O)cc23)cc1C. The reactants are Cl (hydrochloric acid), N(=O)[O-].[Na+] (sodium nitrite), stannous chloride, NC1=CC=C(C=C1)C(C(=O)N)C (4-aminophenyl propionamide), Cl (HCl). The solvent is O (water). Reaction conditions: time 15 minute. The product is Cl.N(N)C1=CC=C(C=C1)C(C(=O)N)C (4-hydrazinophenyl propionamide hydrochloride). Reaction SMILES: [ClH:1].[NH2:2][C:3]1[CH:8]=[CH:7][C:6]([CH:9]([CH3:13])[C:10]([NH2:12])=[O:11])=[CH:5][CH:4]=1.[N:14]([O-])=O.[Na+]>O>[ClH:1].[NH:2]([C:3]1[CH:4]=[CH:5][C:6]([CH:9]([CH3:13])[C:10]([NH2:12])=[O:11])=[CH:7][CH:8]=1)[NH2:14] |f:2.3,5.6|. Procedure: Concentrated hydrochloric acid (4 ml) was added slowly, with cooling and stirring to 4-aminophenyl propionamide (0.80 g), maintaining the temperature below 5° C. To this slurry was added a solution of sodium nitrite (0.37 g) in water (2 ml), dropwise over 15 min, followed by stirring for a further 15 min. The turbid solution thus formed was added portionwise to a cooled, stirred solution of stannous chloride (2.19 g) in conclusion. HCl (4 ml), and the resulting mixture was stirred for 1 h. After... Starting materials: O=C[O-], O=CO, Cl, NO, [Na+], Cc1cccc(C=O)c1O. Yields the product Cc1cccc(C#N)c1O. Reaction SMILES: [CH:14]([O-:15])=[O:16].[CH:18]([OH:19])=[O:20].[ClH:11].[NH2:12][OH:13].[Na+:17].[OH:1][c:2]1[c:3]([CH:4]=[O:5])[cH:6][cH:7][cH:8][c:9]1[CH3:10]>>[OH:1][c:2]1[c:3]([C:4]#[N:12])[cH:6][cH:7][cH:8][c:9]1[CH3:10]. Starting materials: S(N)(=O)(=O)Cl (sulfamoyl chloride), COC1=C(OCCO)C=CC=C1 (2-(2-methoxyphenoxy)ethanol), C (charcoal). Solvent: C(Cl)Cl (methylene chloride). Product: S(N)(=O)(=O)OCCOC1=C(C=CC=C1)OC (2-(2-Methoxyphenoxy)ethanol sulfamate). Reaction SMILES: [S:1](Cl)(=[O:4])(=[O:3])[NH2:2].[CH3:6][O:7][C:8]1[CH:17]=[CH:16][CH:15]=[CH:14][C:9]=1[O:10][CH2:11][CH2:12][OH:13].C>C(Cl)Cl>[S:1]([O:13][CH2:12][CH2:11][O:10][C:9]1[CH:14]=[CH:15][CH:16]=[CH:17][C:8]=1[O:7][CH3:6])(=[O:4])(=[O:3])[NH2:2]. Reported procedure: The title compound was prepared by the procedure of Example 33 from sulfamoyl chloride and 2-(2-methoxyphenoxy)ethanol. The solid obtained was dissolved in 150 ml of methylene chloride, and the solution was treated with charcoal and filtered through Celite®. The filtrate was evaporated under reduced pressure and the solid residue was recrystallized from methylene chloride-petroleum ether (bp range 30°-60° C.) to give the title compound in 25% yield as white solid, mp 102°-104° C. The reactants are NC1=NC(=CC=C1N)N (2,3,6-Triaminopyridine), FC1=CC=C(C(=O)O)C=C1 (4-fluorobenzoic acid), polyphosphoric acid. Yields the product FC1=CC=C(C=C1)C=1NC=2C(=NC(=CC2)N)N1 (2-(4-Fluorophenyl)-5-aminoimidazo[4,5-b]pyridine). Reaction SMILES: [NH2:1][C:2]1[C:7]([NH2:8])=[CH:6][CH:5]=[C:4]([NH2:9])[N:3]=1.[F:10][C:11]1[CH:19]=[CH:18][C:14]([C:15](O)=O)=[CH:13][CH:12]=1>>[F:10][C:11]1[CH:19]=[CH:18][C:14]([C:15]2[NH:8][C:7]3[C:2]([N:1]=2)=[N:3][C:4]([NH2:9])=[CH:5][CH:6]=3)=[CH:13][CH:12]=1. Procedure: 2,3,6-Triaminopyridine (Austin Products; 372 mg 3 mmol) and 4-fluorobenzoic acid (420 mg 3 mmol) are treated with polyphosphoric acid (30 g) at 150° C. for 1 h. The reaction mixture is poured on ice-water/NH3conc. and extracted with ethyl acetate three times. The combined organic phases are dried over Na2SO4, filtered and evaporated to dryness to yield the crude product, which is purified by SiO2 chromatography (acetone/cyclohexane 20/80 to 50/80) and rendered the title compound as pale yellow c... Starting materials: CCO, C[Si](C)(C)CCOCn1nc(C#Cc2ccccc2)c2cc(N)ccc21, O. Yields the product C[Si](C)(C)CCOCn1nc(CCc2ccccc2)c2cc(N)ccc21. Reaction SMILES: [CH3:28][CH2:29][OH:30].[NH2:1][c:2]1[cH:3][c:4]2[c:5]([C:19]#[C:20][c:21]3[cH:22][cH:23][cH:24][cH:25][cH:26]3)[n:6][n:7]([CH2:11][O:12][CH2:13][CH2:14][Si:15]([CH3:16])([CH3:17])[CH3:18])[c:8]2[cH:9][cH:10]1.[OH2:27]>>[NH2:1][c:2]1[cH:3][c:4]2[c:5]([CH2:19][CH2:20][c:21]3[cH:22][cH:23][cH:24][cH:25][cH:26]3)[n:6][n:7]([CH2:11][O:12][CH2:13][CH2:14][Si:15]([CH3:16])([CH3:17])[CH3:18])[c:8]2[cH:9][cH:10]1. Reactants: BrC=1C(=NC(=C(C1)OC)OC)C#N (3-bromo-5,6-dimethoxypyridine-2-carbonitrile), C1(=CC(=CC=C1)B(O)O)C1=CC=CC=C1 (3-biphenylboronic acid), [Na+].O.S(=O)(=O)([O-])C=1C=C(C=CC1)P(C1=CC(=CC=C1)S(=O)(=O)[O-])C1=CC(=CC=C1)S(=O)(=O)[O-].[Na+].[Na+] (tris(3-sulfonatophenyl)phosphine hydrate sodium salt), C(C)(C)NC(C)C (diisopropylamine). The reagents and catalysts are CC(=O)[O-].CC(=O)[O-].[Pd+2] (Pd(OAc)2). Solvent: CN(C)C=O (DMF), O (H2O). Run at temperature 65 celsius, time 5 hour. Yields the product C1(=CC(=CC=C1)C=1C(=NC(=C(C1)OC)OC)C#N)C1=CC=CC=C1 (3-(biphenyl-3-yl)-5,6-dimethoxypyridine-2-carbonitrile). The yield is 88.9%. As a reaction SMILES: Br[C:2]1[C:3]([C:12]#[N:13])=[N:4][C:5]([O:10][CH3:11])=[C:6]([O:8][CH3:9])[CH:7]=1.[C:14]1([C:23]2[CH:28]=[CH:27][CH:26]=[CH:25][CH:24]=2)[CH:19]=[CH:18][CH:17]=[C:16](B(O)O)[CH:15]=1.[Na+].O.S(C1C=C(P(C2C=CC=C(S([O-])(=O)=O)C=2)C2C=CC=C(S([O-])(=O)=O)C=2)C=CC=1)([O-])(=O)=O.[Na+].[Na+].C(NC(C)C)(C)C>CN(C=O)C.CC([O-])=O.CC([O-])=O.[Pd+2].O>[C:14]1([C:23]2[CH:24]=[CH:25][CH:26]=[CH:27][CH:28]=2)[CH:19]=[CH:18][CH:17]=[C:16]([C:2]2[C:3]([C:12]#[N:13])=[N:4][C:5]([O:10][CH3:11])=[C:6]([O:8][CH3:9])[CH:7]=2)[CH:15]=1 |f:2.3.4.5.6,9.10.11|. Procedure: To a mixture of 3-bromo-5,6-dimethoxypyridine-2-carbonitrile (31 mg, 0.128 mmol), 3-biphenylboronic acid (30 mg, 0.153 mmol), Pd(OAc)2 (5.7 mg, 0.026 mmol) and tris(3-sulfonatophenyl)phosphine hydrate sodium salt (49 mg, 0.077 mmol) in DMF (1 mL), under argon, were added diisopropylamine (0.045 mL, 0.319 mmol) and H2O (0.25 mL). Stirred at 65° C. for 5 h. Purification by preparative HPLC (10-75% CH3CN/H2O over 20 min, 0.05% added TFA) afforded 36 mg (89%) of 3-(biphenyl-3-yl)-5,6-dimethoxypyridi...